describe an organic reaction: reactants, conditions, products, and yield From a dataset of the Open Reaction Database (ORD), a public repository of structured organic reaction records. The reactants are COC(C1=CC(=C(C=C1)C)N1C(=NC(=CC1=O)OCC1=CC(=CC=C1)OC)C)=O (3-[4-(3-methoxy-benzyloxy)-2-methyl-6-oxo-6H-pyrimidin-1-yl]-4-methyl-benzoic acid methyl ester), ClN1C(CCC1=O)=O (N-chlorosuccinimide). Reagents/catalysts: ClC(C(=O)O)Cl (dichloroacetic acid). Solvent: C(C)(C)O (isopropanol). Conditions: temperature 60 celsius. Product: COC(C1=CC(=C(C=C1)C)N1C(=NC(=C(C1=O)Cl)OCC1=CC(=CC=C1)OC)C)=O (3-[5-chloro-4-(3-methoxy-benzyloxy)-2-methyl-6-oxo-6H-pyrimidin-1-yl]-4-methyl-benzoic acid methyl ester). Yield: 106.4%. RXN SMILES: [CH3:1][O:2][C:3](=[O:29])[C:4]1[CH:9]=[CH:8][C:7]([CH3:10])=[C:6]([N:11]2[C:16](=[O:17])[CH:15]=[C:14]([O:18][CH2:19][C:20]3[CH:25]=[CH:24][CH:23]=[C:22]([O:26][CH3:27])[CH:21]=3)[N:13]=[C:12]2[CH3:28])[CH:5]=1.[Cl:30]N1C(=O)CCC1=O>C(O)(C)C.ClC(Cl)C(O)=O>[CH3:1][O:2][C:3](=[O:29])[C:4]1[CH:9]=[CH:8][C:7]([CH3:10])=[C:6]([N:11]2[C:16](=[O:17])[C:15]([Cl:30])=[C:14]([O:18][CH2:19][C:20]3[CH:25]=[CH:24][CH:23]=[C:22]([O:26][CH3:27])[CH:21]=3)[N:13]=[C:12]2[CH3:28])[CH:5]=1. Reported procedure: To a solution of 3-[4-(3-methoxy-benzyloxy)-2-methyl-6-oxo-6H-pyrimidin-1-yl]-4-methyl-benzoic acid methyl ester from Step A (226 mg, 0.57 mmol) in isopropanol (2 mL) was added N-chlorosuccinimide (84 mg, 0.63 mmol) and 2 drops of dichloroacetic acid. The solution was heated at 60° C. for two hours. The solution was allowed to cool to room temperature and concentrated in vacuo and the residue was partitioned between ethyl acetate and water. The organic layer was washed with water and brine and d... The reactants are N1(C)C(=O)N(C)C=2N=C(NC2C1=O)CCCC(=O)O (theophylline-8-butyric acid), COC(C)(C)OC (2,2-dimethoxypropane), Cl (HCl), Cl (HCl), Cl (HCl), Cl (HCl). The solvent is C(Cl)Cl (methylenechloride), CO (methanol). The product is COC(CCCC1=NC=2N(C(N(C)C(C2N1)=O)=O)C)=O (Theophylline-8-butyric acid methylester). Reaction SMILES: [N:1]1([C:12](=[O:13])[C:11]2[NH:10][C:9]([CH2:14][CH2:15][CH2:16][C:17]([OH:19])=[O:18])=[N:8][C:7]=2[N:5]([CH3:6])[C:3]1=[O:4])[CH3:2].Cl.[CH3:21]OC(OC)(C)C>CO.C(Cl)Cl>[CH3:21][O:18][C:17](=[O:19])[CH2:16][CH2:15][CH2:14][C:9]1[NH:10][C:11]2[C:12](=[O:13])[N:1]([CH3:2])[C:3](=[O:4])[N:5]([CH3:6])[C:7]=2[N:8]=1. Procedure: 10 g of theophylline-8-butyric acid are suspended in 50 ml of methanol. For one hour HCl-gas is fed into the suspension. While further feeding HCl-gas into the suspension, heating for one hour under reflux is effected. The feed of HCl-gas is interrupted, and 13.5 ml of 2,2-dimethoxypropane are added to the suspension. Afterwards, for a further 20 minutes HCl-gas is fed into the suspension. After standing over night at room temperature, the suspension is brought to dryness in vacuo. The residue i... Reactants: cuprous iodide, NC1=C(C(=NC(=C1F)[Sn](C)(C)C)C(=O)OC)Cl (Methyl 4-amino-3-chloro-5-fluoro-6-(trimethylstannyl)picolinate), BrC1=CC=2C(=NON2)C=C1F (5-bromo-6-fluorobenzo[c][1,2,5]oxadiazole), C(C)(=O)OCC (ethyl acetate), [Na+].[Cl-] (NaCl). Reagents/catalysts: Cl[Pd]([P](C1=CC=CC=C1)(C2=CC=CC=C2)C3=CC=CC=C3)([P](C4=CC=CC=C4)(C5=CC=CC=C5)C6=CC=CC=C6)Cl (Bis(triphenylphosphine)palladium(II) chloride). Run in CN(C=O)C (N,N-dimethylformamide). Run at temperature 70 celsius, time 15 minute. Product: NC1=C(C(=NC(=C1F)C1=CC=2C(=NON2)C=C1F)C(=O)OC)Cl (Methyl 4-amino-3-chloro-5-fluoro-6-(6-fluorobenzo[c][1,2,5]oxadiazol-5-yl)picolinate). Yield: 18.8%. As a reaction SMILES: [NH2:1][C:2]1[C:7]([F:8])=[C:6]([Sn](C)(C)C)[N:5]=[C:4]([C:13]([O:15][CH3:16])=[O:14])[C:3]=1[Cl:17].Br[C:19]1[C:27]([F:28])=[CH:26][C:22]2=[N:23][O:24][N:25]=[C:21]2[CH:20]=1.C(OCC)(=O)C.[Na+].[Cl-]>CN(C)C=O.Cl[Pd](Cl)([P](C1C=CC=CC=1)(C1C=CC=CC=1)C1C=CC=CC=1)[P](C1C=CC=CC=1)(C1C=CC=CC=1)C1C=CC=CC=1>[NH2:1][C:2]1[C:7]([F:8])=[C:6]([C:19]2[C:27]([F:28])=[CH:26][C:22]3=[N:23][O:24][N:25]=[C:21]3[CH:20]=2)[N:5]=[C:4]([C:13]([O:15][CH3:16])=[O:14])[C:3]=1[Cl:17] |f:3.4,^1:44,63|. Procedure details: Methyl 4-amino-3-chloro-5-fluoro-6-(trimethylstannyl)picolinate (320 mg, 0.86 mmol) and 5-bromo-6-fluorobenzo[c][1,2,5]oxadiazole (170 mg, 0.78 mmol) were combined in 5 mL dry N,N-dimethylformamide, deaerated with a stream of nitrogen for 15 min. Bis(triphenylphosphine)palladium(II) chloride (55 mg, 0.078 mmol) and cuprous iodide (15 mg, 0.078 mmol) were added and the mixture was heated to 70° C. for 4 h. The mixture was shaken with 20 mL ethyl acetate, 10 mL saturated NaCl, dried (Na2SO4) and t... Reactants: C(C)(=O)N[C@H](C)C1=C(C=C(C(=O)OC)C=C1)[N+](=O)[O-] (Methyl (R)-4-(1-acetamidoethyl)-3-nitrobenzoate), Cl (hydrochloric acid). Product: Cl.N[C@H](C)C1=C(C=C(C(=O)O)C=C1)[N+](=O)[O-] ((R)-4-(1-aminoethyl)-3-nitrobenzoic acid hydrochloride). As a reaction SMILES: C([NH:4][C@@H:5]([C:7]1[CH:16]=[CH:15][C:10]([C:11]([O:13]C)=[O:12])=[CH:9][C:8]=1[N+:17]([O-:19])=[O:18])[CH3:6])(=O)C.[ClH:20]>>[ClH:20].[NH2:4][C@@H:5]([C:7]1[CH:16]=[CH:15][C:10]([C:11]([OH:13])=[O:12])=[CH:9][C:8]=1[N+:17]([O-:19])=[O:18])[CH3:6] |f:2.3|. Procedure: Methyl (R)-4-(1-acetamidoethyl)-3-nitrobenzoate (650 mg) was dissolved in 2N hydrochloric acid, and the mixture was refluxed for 2 hours. After the reaction, the reaction mixture was evaporated under reduced pressure, and further boiled with toluene, which was followed by drying to give 620 mg of (R)-4-(1-aminoethyl)-3-nitrobenzoic acid hydrochloride.